This data is from the Open Reaction Database (ORD), a public repository of structured organic reaction records. The task is: describe an organic reaction: reactants, conditions, products, and yield Reactants: Cc1ccccc1, COc1ccc(CO)cc1C#N, O=S(Cl)Cl. The product is COc1ccc(CCl)cc1C#N. Reaction SMILES: [CH3:17][c:18]1[cH:19][cH:20][cH:21][cH:22][cH:23]1.[OH:1][CH2:2][c:3]1[cH:4][cH:5][c:6]([O:11][CH3:12])[c:7]([C:8]#[N:9])[cH:10]1.[S:13]([Cl:14])([Cl:15])=[O:16]>>[CH2:2]([c:3]1[cH:4][cH:5][c:6]([O:11][CH3:12])[c:7]([C:8]#[N:9])[cH:10]1)[Cl:15]. Reactants: CN([SiH](C)C)[Si](C)(C)C, CCOC(C)=O, O=c1[nH]c2cc(F)c(F)cc2n2ccnc12, NCCCO, [NH4+], [NH4+], O=S(=O)([O-])[O-], O. The product is OCCCNc1nc2cc(F)c(F)cc2n2ccnc12. Reaction SMILES: [CH3:17][SiH:18]([CH3:19])[N:20]([CH3:21])[Si:22]([CH3:23])([CH3:24])[CH3:25].[CH3:38][CH2:39][O:40][C:41](=[O:42])[CH3:43].[F:1][c:2]1[cH:3][c:4]2[nH:5][c:6](=[O:16])[c:7]3[n:8]([c:9]2[cH:10][c:11]1[F:12])[cH:13][cH:14][n:15]3.[NH2:33][CH2:34][CH2:35][CH2:36][OH:37].[NH4+:26].[NH4+:27].[O-:28][S:29](=[O:30])(=[O:31])[O-:32].[OH2:44]>>[F:1][c:2]1[cH:3][c:4]2[n:5][c:6]([NH:33][CH2:34][CH2:35][CH2:36][OH:37])[c:7]3[n:8]([c:9]2[cH:10][c:11]1[F:12])[cH:13][cH:14][n:15]3. The reactants are N1=CNC(=C1)CCNC=1SC2=C(N1)C=CC(=C2)[N+](=O)[O-] ([2-(3H-Imidazol-4-yl)-ethyl]-(6-nitro-benzothiazol-2-yl)-amine), O.O.[Sn](Cl)Cl (tin(II) chloride dihydrate), N.CO (ammonia methanol), [OH-].[Na+] (NaOH). The solvent is C(Cl)Cl (CH2Cl2), C(C)O (ethanol), C1CCOC1 (THF), C(C)(=O)OCC (ethyl acetate). Product: N1=CNC(=C1)CCNC=1SC2=C(N1)C=CC(=C2)N (N2-[2-(3H-Imidazol-4-yl)-ethyl]-benzothiazole-2,6-diamine). Yield: 56.5%. Reaction SMILES: [N:1]1[CH:5]=[C:4]([CH2:6][CH2:7][NH:8][C:9]2[S:10][C:11]3[CH:17]=[C:16]([N+:18]([O-])=O)[CH:15]=[CH:14][C:12]=3[N:13]=2)[NH:3][CH:2]=1.O.O.[Sn](Cl)Cl.[OH-].[Na+].N.CO>C(O)C.C1COCC1.C(OCC)(=O)C.C(Cl)Cl>[N:1]1[CH:5]=[C:4]([CH2:6][CH2:7][NH:8][C:9]2[S:10][C:11]3[CH:17]=[C:16]([NH2:18])[CH:15]=[CH:14][C:12]=3[N:13]=2)[NH:3][CH:2]=1 |f:1.2.3,4.5,6.7|. Procedure: To a solution of [2-(3H-Imidazol-4-yl)-ethyl]-(6-nitro-benzothiazol-2-yl)-amine (Example 23(b), 80 mg, 0.28 mmol) in ethanol (5 mL) and THF (1.5 mL) was added tin(II) chloride dihydrate (312 mg, 5 eq.). The mixture was heated at reflux for 2 hours. The reaction mixture was cooled to room temperature, diluted with ethyl acetate (50 mL) then treated with 2 M aqueous NaOH (20 mL). The organic layer was separated, dried over MgSO4 and concentrated to give a yellow residue. The residue was subjected ... Starting materials: CCOC(C)=O, O=C1CCC(CC(C(=O)O)c2ccc(S(=O)(=O)C3CC3)c(C3CC3)c2)C1, O=C(Cl)C(=O)Cl, ClCCl, CCOC(=O)Cc1ccc(N)nc1, CN(C)C=O, O, c1ccncc1. Yields the product CCOC(=O)Cc1ccc(NC(=O)C(CC2CCC(=O)C2)c2ccc(S(=O)(=O)C3CC3)c(C3CC3)c2)nc1. RXN SMILES: [CH3:54][CH2:55][O:56][C:57](=[O:58])[CH3:59].[CH:1]1([c:4]2[cH:5][c:6]([CH:16]([C:17](=[O:18])[OH:19])[CH2:20][CH:21]3[CH2:22][C:23](=[O:26])[CH2:24][CH2:25]3)[cH:7][cH:8][c:9]2[S:10](=[O:11])(=[O:12])[CH:13]2[CH2:14][CH2:15]2)[CH2:2][CH2:3]1.[Cl:27][C:28]([C:29]([Cl:30])=[O:31])=[O:32].[Cl:51][CH2:52][Cl:53].[NH2:38][c:39]1[cH:40][cH:41][c:42]([CH2:45][C:46](=[O:47])[O:48][CH2:49][CH3:50])[cH:43][n:44]1.[O:33]=[CH:34][N:35]([CH3:36])[CH3:37].[OH2:60].[cH:61]1[cH:62][cH:63][n:64][cH:65][cH:66]1>>[CH:1]1([c:4]2[cH:5][c:6]([CH:16]([C:17](=[O:18])[NH:38][c:39]3[cH:40][cH:41][c:42]([CH2:45][C:46](=[O:47])[O:48][CH2:49][CH3:50])[cH:43][n:44]3)[CH2:20][CH:21]3[CH2:22][C:23](=[O:26])[CH2:24][CH2:25]3)[cH:7][cH:8][c:9]2[S:10](=[O:11])(=[O:12])[CH:13]2[CH2:14][CH2:15]2)[CH2:2][CH2:3]1.